describe an organic reaction: reactants, conditions, products, and yield From a dataset of the Open Reaction Database (ORD), a public repository of structured organic reaction records. Starting materials: O=[N+]([O-])c1cc(Cl)ccc1Oc1ccc(O)cc1, Cl[Sn]Cl. The product is Nc1cc(Cl)ccc1Oc1ccc(O)cc1. RXN SMILES: [Cl:1][c:2]1[cH:3][c:4]([N+:16]([O-:17])=[O:18])[c:5]([O:6][c:7]2[cH:8][cH:9][c:10]([OH:13])[cH:11][cH:12]2)[cH:14][cH:15]1.[Sn:19]([Cl:20])[Cl:21]>>[Cl:1][c:2]1[cH:3][c:4]([NH2:16])[c:5]([O:6][c:7]2[cH:8][cH:9][c:10]([OH:13])[cH:11][cH:12]2)[cH:14][cH:15]1.